This data is from the Open Reaction Database (ORD), a public repository of structured organic reaction records. The task is: describe an organic reaction: reactants, conditions, products, and yield RXN SMILES: [CH:12]1([Br:19])[CH2:13][CH2:14][CH2:15][CH2:16][CH2:17][CH2:18]1.[OH:1][N:2]=[C:3]([C:4](=[O:5])[O:6][CH2:7][CH3:8])[C:9]([CH3:10])=[O:11]>>[O:1]([N:2]=[C:3]([C:4](=[O:5])[O:6][CH2:7][CH3:8])[C:9]([CH3:10])=[O:11])[CH:12]1[CH2:13][CH2:14][CH2:15][CH2:16][CH2:17][CH2:18]1. Product: CCOC(=O)C(=NOC1CCCCCC1)C(C)=O. The reactants are BrC1CCCCCC1, CCOC(=O)C(=NO)C(C)=O. Reactants: O (water), C1(C=2C(C(N1CC=O)=O)=CC=CC2)=O (phthalimidoacetaldehyde), CO\C=C\C(=C)O[Si](C)(C)C (trans-1-methoxy-3-(trimethylsilyloxy)-1,3-butadiene), solution, ClCCl (dichloromethane). Reagents/catalysts: CCOCC.Cl[Zn]Cl (zinc chloride diethyl ether complex). Solvent: C1=CC=CC=C1 (benzene). Run at time 15 minute. Product: O=C1CC(OC=C1)CN1C(C2=CC=CC=C2C1=O)=O (2-(4-oxo-3,4-dihydro-2H-pyran-2-ylmethyl)-isoindole-1,3-dione). The yield is 68.4%. As a reaction SMILES: [C:1]1(=[O:14])[N:5]([CH2:6][CH:7]=[O:8])[C:4](=[O:9])[C:3]2=[CH:10][CH:11]=[CH:12][CH:13]=[C:2]12.CO/[CH:17]=[CH:18]/[C:19]([O:21][Si](C)(C)C)=[CH2:20].ClCCl.O>C1C=CC=CC=1.CCOCC.Cl[Zn]Cl>[O:21]=[C:19]1[CH:18]=[CH:17][O:8][CH:7]([CH2:6][N:5]2[C:4](=[O:9])[C:3]3[C:2](=[CH:13][CH:12]=[CH:11][CH:10]=3)[C:1]2=[O:14])[CH2:20]1 |f:5.6|. Reported procedure: To a mixture of phthalimidoacetaldehyde (64 g, 0.34 mol) and trans-1-methoxy-3-(trimethylsilyloxy)-1,3-butadiene (81.5 g, 0.38 mol) in benzene (600 ml) stirred for 15 min. under nitrogen was added dropwise a 45% solution of zinc chloride diethyl ether complex in dichloromethane (55.5 ml, 0.17 mol) at 0° C. The reaction was allowed warm up to room temperature overnight. To the reaction mixture was added water (500 ml) and the resulting mixture was extracted with ethyl acetate (200 ml). The organi... Starting materials: CC(C)(C)OC(=O)NC1CN(Cc2ccccc2)CC1N1CCCCC1=O, CO, O=C[O-], [NH4+]. Product: CC(C)(C)OC(=O)NC1CNCC1N1CCCCC1=O. Reaction SMILES: [CH2:1]([c:2]1[cH:3][cH:4][cH:5][cH:6][cH:7]1)[N:8]1[CH2:9][CH:10]([NH:20][C:21]([O:22][C:23]([CH3:24])([CH3:25])[CH3:26])=[O:27])[CH:11]([N:13]2[C:14](=[O:19])[CH2:15][CH2:16][CH2:17][CH2:18]2)[CH2:12]1.[CH3:32][OH:33].[CH:28]([O-:29])=[O:30].[NH4+:31]>>[NH:8]1[CH2:9][CH:10]([NH:20][C:21]([O:22][C:23]([CH3:24])([CH3:25])[CH3:26])=[O:27])[CH:11]([N:13]2[C:14](=[O:19])[CH2:15][CH2:16][CH2:17][CH2:18]2)[CH2:12]1. The reactants are C(C)(=O)Cl (acetyl chloride), N1CCC(CC1)CCCCNC(=O)N1CC2=CC=CC=C2C1 (N-[4-(piperidin-4-yl)butyl]-1,3-dihydro-2H-isoindole-2-carboxamide), NC=1C=C2CN(CC2=CC1)C(=O)NC1=CC=C(C=C1)C(NCCC)=O (5-amino-N-(4-(propylcarbamoyl)phenyl)isoindoline-2-carboxamide). Yields the product C(C1=CC=CC=C1)(=O)N1CCC(CC1)CCCCNC(=O)N1CC2=CC=CC=C2C1 (N-[4-(1-benzoylpiperidin-4-yl)butyl]-1,3-dihydro-2H-isoindole-2-carboxamide). Reaction SMILES: C(Cl)(=O)C.[NH:5]1[CH2:10][CH2:9][CH:8]([CH2:11][CH2:12][CH2:13][CH2:14][NH:15][C:16]([N:18]2[CH2:26][C:25]3[C:20](=[CH:21][CH:22]=[CH:23][CH:24]=3)[CH2:19]2)=[O:17])[CH2:7][CH2:6]1.NC1C=C2C(=CC=1)CN(C(N[C:40]1[CH:45]=[CH:44][C:43]([C:46](=[O:51])NCCC)=[CH:42][CH:41]=1)=O)C2>>[C:46]([N:5]1[CH2:6][CH2:7][CH:8]([CH2:11][CH2:12][CH2:13][CH2:14][NH:15][C:16]([N:18]2[CH2:26][C:25]3[C:20](=[CH:21][CH:22]=[CH:23][CH:24]=3)[CH2:19]2)=[O:17])[CH2:9][CH2:10]1)(=[O:51])[C:43]1[CH:44]=[CH:45][CH:40]=[CH:41][CH:42]=1. Procedure: The title compound was prepared as described in Example 278, substituting benzoyl chloride for acetyl chloride and N-[4-(piperidin-4-yl)butyl]-1,3-dihydro-2H-isoindole-2-carboxamide for 5-amino-N-(4-(propylcarbamoyl)phenyl)isoindoline-2-carboxamide. 1H NMR (300 MHz, DMSO-d6) δ ppm 7.39-7.47 (m, 3H) 7.22-7.40 (m, 6H) 6.27 (t, J=5.43 Hz, 1H) 4.56 (s, 4H) 4.36-4.52 (br s, 1H) 3.52 (br s, 1H) 3.00-3.15 (m, 2H) 2.93 (br s, 1H) 0.93-1.86 (series of br m, 12H); MS (ESI(+)) m/e 406 (M+H)+. Reactants: Cl (HCl), CON(C(=O)C1=C(N=CO1)C)C (N-methoxy-N,4-dimethyl-1,3-oxazole-5-carboxamide), [Cl-].[Li+] (lithium chloride), C1(=CC=CC=C1)[Mg]Br (phenylmagnesium bromide). The reagents and catalysts are [Cu]I (copper(I) iodide). The solvent is O (water), C(C)OCC (diethylether), C(C)OCC (diethylether). Product: CC=1N=COC1C(=O)C1=CC=CC=C1 ((4-methyl-1,3-oxazol-5-yl)(phenyl)methanone). The yield is 38.1%. RXN SMILES: [Cl-].[Li+].CON(C)[C:6]([C:8]1[O:12][CH:11]=[N:10][C:9]=1[CH3:13])=[O:7].[C:15]1([Mg]Br)[CH:20]=[CH:19][CH:18]=[CH:17][CH:16]=1.Cl>C(OCC)C.[Cu]I.O>[CH3:13][C:9]1[N:10]=[CH:11][O:12][C:8]=1[C:6]([C:15]1[CH:20]=[CH:19][CH:18]=[CH:17][CH:16]=1)=[O:7] |f:0.1|. Reported procedure: To a mixture of lithium chloride (0.77 g, 18.2 mmol) and copper(I) iodide (0.087 g, 0.45 mmol) was added diethylether (30 ml). After stirring for 5 minutes a solution of N-methoxy-N,4-dimethyl-1,3-oxazole-5-carboxamide (2.58 g, 15.16 mmol) in diethylether (30 ml) was added followed by the slow addition of phenylmagnesium bromide (4.12 g, 22.74 mmol). After stirring for 20 hours at room temperature 1N HCl (20 mL) and water (30 mL) were added. The mixture was extracted with dichloromethane, the or... Starting materials: Nc1ncnn2c(CC3CNCCO3)cc(-c3ccc4cn(Cc5ccccc5)nc4c3)c12, CS(=O)(=O)Cl, CCN(C(C)C)C(C)C, CN(C)C=O. Yields the product CS(=O)(=O)N1CCOC(Cc2cc(-c3ccc4cn(Cc5ccccc5)nc4c3)c3c(N)ncnn23)C1. As a reaction SMILES: [CH2:1]([c:2]1[cH:3][cH:4][cH:5][cH:6][cH:7]1)[n:8]1[n:9][c:10]2[cH:11][c:12](-[c:17]3[cH:18][c:19]([CH2:27][CH:28]4[O:29][CH2:30][CH2:31][NH:32][CH2:33]4)[n:20]4[n:21][cH:22][n:23][c:24]([NH2:26])[c:25]34)[cH:13][cH:14][c:15]2[cH:16]1.[CH3:34][S:35]([Cl:36])(=[O:37])=[O:38].[CH:39]([N:40]([CH2:41][CH3:42])[CH:43]([CH3:44])[CH3:45])([CH3:46])[CH3:47].[O:48]=[CH:49][N:50]([CH3:51])[CH3:52]>>[CH2:1]([c:2]1[cH:3][cH:4][cH:5][cH:6][cH:7]1)[n:8]1[n:9][c:10]2[cH:11][c:12](-[c:17]3[cH:18][c:19]([CH2:27][CH:28]4[O:29][CH2:30][CH2:31][N:32]([S:35]([CH3:34])(=[O:37])=[O:38])[CH2:33]4)[n:20]4[n:21][cH:22][n:23][c:24]([NH2:26])[c:25]34)[cH:13][cH:14][c:15]2[cH:16]1. The reactants are OO (hydrogen peroxide), CNC(=O)NC1=C(C(=NS1)SC)C(N)=O (1-methyl-3-(4-carbamoyl-3-(methylthio)-5-isothiazolyl)urea). Reagents/catalysts: OO (hydrogen peroxide). Run in C(C)(=O)O (acetic acid). Product: CNC(=O)NC1=C(C(=NS1)S(=O)C)C(N)=O (1-methyl-3-(4-carbamoyl-3-(methylsulfinyl)-5-isothiazolyl)urea). Reaction SMILES: [CH3:1][NH:2][C:3]([NH:5][C:6]1[S:10][N:9]=[C:8]([S:11][CH3:12])[C:7]=1[C:13](=[O:15])[NH2:14])=[O:4].[OH:16]O>OO.C(O)(=O)C>[CH3:1][NH:2][C:3]([NH:5][C:6]1[S:10][N:9]=[C:8]([S:11]([CH3:12])=[O:16])[C:7]=1[C:13](=[O:15])[NH2:14])=[O:4]. Procedure: A mixture of 4.9 g of 1-methyl-3-(4-carbamoyl-3-(methylthio)-5-isothiazolyl)urea and 20 ml of acetic acid was heated to 95° and to the hot mixture was added dropwise 2.2 ml of 30% hydrogen peroxide. The mixture became homogeneous, but solid began to appear again after a few minutes. The mixture was maintained at 95° for two hours and then 9 drops of 30% hydrogen peroxide were added. After heating was continued an additional hour, thin-layer chromatographic analysis indicated that the reaction wa...